Dataset: the Open Reaction Database (ORD), a public repository of structured organic reaction records. Task: describe an organic reaction: reactants, conditions, products, and yield The reactants are CON=C(C(=O)NC1[C@@H]2N(C(=C(CS2)CSC2=NN=NN2CC(=NOC)C(=O)O)C(=O)O)C1=O)C=1N=C(SC1)NC(C(F)(F)F)=O (7-[2-methoxyimino-2-{2-(2,2,2-trifluoroacetamido)thiazol-4-yl}acetamido]-3-[1-(2-carboxy-2-methoxyiminoethyl)-1H-tetrazol-5-yl]thiomethyl-3-cephem-4-carboxylic acid), O.O.O.C(C)(=O)[O-].[Na+] (sodium acetate. trihydrate), Cl (hydrochloric acid). The solvent is O (water). The product is CON=C(C(=O)NC1[C@@H]2N(C(=C(CS2)CSC2=NN=NN2CC(=NOC)C(=O)O)C(=O)O)C1=O)C=1N=C(SC1)N (7-[2-methoxyimino-2-(2-aminothiazol-4-yl)acetamido]-3-[1-(2-carboxy-2-methoxyiminoethyl)-1H-tetrazol-5-yl]thiomethyl-3-cephem-4-carboxylic acid). Reaction SMILES: [CH3:1][O:2][N:3]=[C:4]([C:35]1[N:36]=[C:37]([NH:40]C(=O)C(F)(F)F)[S:38][CH:39]=1)[C:5]([NH:7][CH:8]1[C:33](=[O:34])[N:10]2[C:11]([C:30]([OH:32])=[O:31])=[C:12]([CH2:15][S:16][C:17]3[N:21]([CH2:22][C:23]([C:27]([OH:29])=[O:28])=[N:24][O:25][CH3:26])[N:20]=[N:19][N:18]=3)[CH2:13][S:14][C@H:9]12)=[O:6].O.O.O.C([O-])(=O)C.[Na+].Cl>O>[CH3:1][O:2][N:3]=[C:4]([C:35]1[N:36]=[C:37]([NH2:40])[S:38][CH:39]=1)[C:5]([NH:7][CH:8]1[C:33](=[O:34])[N:10]2[C:11]([C:30]([OH:32])=[O:31])=[C:12]([CH2:15][S:16][C:17]3[N:21]([CH2:22][C:23]([C:27]([OH:29])=[O:28])=[N:24][O:25][CH3:26])[N:20]=[N:19][N:18]=3)[CH2:13][S:14][C@H:9]12)=[O:6] |f:1.2.3.4.5|. Procedure: A mixture of 7-[2-methoxyimino-2-{2-(2,2,2-trifluoroacetamido)thiazol-4-yl}acetamido]-3-[1-(2-carboxy-2-methoxyiminoethyl)-1H-tetrazol-5-yl]thiomethyl-3-cephem-4-carboxylic acid (syn isomer: in the 7-position) (1.70 g) and sodium acetate. trihydrate (3.26 g) in water (14 ml) was stirred overnight at room temperature. The solution was adjusted to pH 2.5 with 10% hydrochloric acid under ice-cooling and the resultant precipitates were filtered and washed with water to give 7-[2-methoxyimino-2-(2-am... Starting materials: Br[Mg]c1ccccc1, C1CCOC1, C1CC2OC2C1, I[Cu]I. Yields the product OC1CCCC1c1ccccc1. RXN SMILES: [Br:1][Mg:2][c:3]1[cH:4][cH:5][cH:6][cH:7][cH:8]1.[CH2:15]1[O:16][CH2:17][CH2:18][CH2:19]1.[CH:9]12[CH:10]([CH2:11][CH2:12][CH2:13]1)[O:14]2.[Cu:20]([I:21])[I:22]>>[c:3]1([CH:9]2[CH:10]([OH:14])[CH2:11][CH2:12][CH2:13]2)[cH:4][cH:5][cH:6][cH:7][cH:8]1. The reactants are O=C(NCc1cn(-c2ccc(I)cc2)cn1)c1ccc(Cl)s1, [Cu]I, [K+], [K+], [K+], NC1CCCCC1N, O=C1NCCCN1, C1COCCO1, O=P([O-])([O-])[O-]. Product: O=C(NCc1cn(-c2ccc(N3CCCNC3=O)cc2)cn1)c1ccc(Cl)s1. RXN SMILES: [Cl:1][c:2]1[cH:3][cH:4][c:5]([C:7](=[O:8])[NH:9][CH2:10][c:11]2[n:12][cH:13][n:14](-[c:16]3[cH:17][cH:18][c:19]([I:22])[cH:20][cH:21]3)[cH:15]2)[s:6]1.[Cu:52][I:53].[K+:43].[K+:44].[K+:45].[NH2:30][CH:31]1[CH2:32][CH2:33][CH2:34][CH2:35][CH:36]1[NH2:37].[NH:23]1[C:24](=[O:29])[NH:25][CH2:26][CH2:27][CH2:28]1.[O:46]1[CH2:47][CH2:48][O:49][CH2:50][CH2:51]1.[P:38]([O-:39])([O-:40])([O-:41])=[O:42]>>[Cl:1][c:2]1[cH:3][cH:4][c:5]([C:7](=[O:8])[NH:9][CH2:10][c:11]2[n:12][cH:13][n:14](-[c:16]3[cH:17][cH:18][c:19]([N:23]4[C:24](=[O:29])[NH:25][CH2:26][CH2:27][CH2:28]4)[cH:20][cH:21]3)[cH:15]2)[s:6]1. The reactants are C(C)(C)(C)C1=NN=C(S1)N1C(N(CCC1O)C)=O (Tetrahydro-1(5-t-butyl-1,3,4-thiadiazol-2-yl)-3-methyl-6-hydroxy-2(1H)-pyrimidinone), ClC(=O)OC1=CC=C(C=C1)C(F)(F)F (4-trifluoromethylphenyl chloroformate). The product is C(C)(C)(C)C1=NN=C(S1)N1C(N(CCC1OC(=O)OC1=CC=C(C=C1)C(F)(F)F)C)=O (tetrahydro-1-(5-t-butyl-1,3,4-thiadiazol-2-yl)-3-methyl-6-(4-trifluoromethylphenoxycarbonyloxy)-2(1H)-pyrimidinone). Run at time 15 minute. Run in N1=CC=CC=C1 (pyridine), N1=CC=CC=C1 (pyridine). Reported procedure: Tetrahydro-1(5-t-butyl-1,3,4-thiadiazol-2-yl)-3-methyl-6-hydroxy-2(1H)-pyrimidinone (0.05 mole) dissolved in pyridine (80 ml) is charged into a glass reaction vessel equipped with a mechanical stirrer and thermometer. The solution is cooled to a temperature of about 10° C and 4-trifluoromethylphenyl chloroformate (0.06 mole) dissolved in pyridine (25 ml) is slowly added with stirring over a period of about 15 minutes. After the addition is completed, the reaction mixture is warmed to room temper... RXN SMILES: [C:1]([C:5]1[S:9][C:8]([N:10]2[CH:15]([OH:16])[CH2:14][CH2:13][N:12]([CH3:17])[C:11]2=[O:18])=[N:7][N:6]=1)([CH3:4])([CH3:3])[CH3:2].Cl[C:20]([O:22][C:23]1[CH:28]=[CH:27][C:26]([C:29]([F:32])([F:31])[F:30])=[CH:25][CH:24]=1)=[O:21]>N1C=CC=CC=1>[C:1]([C:5]1[S:9][C:8]([N:10]2[CH:15]([O:16][C:20]([O:22][C:23]3[CH:24]=[CH:25][C:26]([C:29]([F:30])([F:31])[F:32])=[CH:27][CH:28]=3)=[O:21])[CH2:14][CH2:13][N:12]([CH3:17])[C:11]2=[O:18])=[N:7][N:6]=1)([CH3:4])([CH3:2])[CH3:3].